Dataset: the Open Reaction Database (ORD), a public repository of structured organic reaction records. Task: describe an organic reaction: reactants, conditions, products, and yield Reactants: BrC1=C(C=C(C(=O)Cl)C=C1)Cl (4-bromo-3-chlorobenzoyl chloride), C[Si](C)(C)C=[N+]=[N-] ((trimethylsilyl)diazomethane), CCOC(=O)C (EtOAc), Cl (Hydrochloric acid). The solvent is C(C)#N (acetonitrile), C1CCOC1 (THF). Run at time 30 minute. Product: BrC1=C(C=C(C=C1)C(CCl)=O)Cl (1-(4-bromo-3-chlorophenyl)-2-chloroethanone). The yield is 95.0%. RXN SMILES: [Br:1][C:2]1[CH:10]=[CH:9][C:5](C(Cl)=O)=[CH:4][C:3]=1[Cl:11].C[Si](C=[N+]=[N-])(C)C.[ClH:19].CCO[C:23]([CH3:25])=[O:24]>C(#N)C.C1COCC1>[Br:1][C:2]1[CH:10]=[CH:9][C:5]([C:23](=[O:24])[CH2:25][Cl:19])=[CH:4][C:3]=1[Cl:11]. Procedure details: To a stirred solution of 4-bromo-3-chlorobenzoyl chloride (11 g, CAS 21900-32-3) in acetonitrile (50 ml) and THF (50 ml) at 0-5° C. was added dropwise (trimethylsilyl)diazomethane (26.0 ml, 2 M solution in diethyl ether). The reaction mixture was stirred at room temperature for 30 min. TLC analysis showed the reaction was complete. Hydrochloric acid (7.22 ml, 37% aq.) was then added dropwise at 0-5° C. over 10 minutes and the reaction mixture was then stirred at room temperature for a further 20... Reactants: resultant suspension, [H-].[Na+] (Sodium hydride), suspension, CN(CCCC(=O)NC=1C=CC=2N(C3=CC=CC=C3C2C1)CC)C (4-dimethylamino-N-(9-ethyl-9H-carbazol-3-yl)-butyramide), IC (iodomethane). The solvent is CN(C)C=O (DMF), O (water). Run at time 5 hour. Yields the product CN(CCCC(=O)N(C)C=1C=CC=2N(C3=CC=CC=C3C2C1)CC)C (4-dimethylamino-N-(9-ethyl-9H-carbazol-3-yl)-N-methyl-butyramide). Yield: 5.9%. RXN SMILES: [H-].[Na+].[CH3:3][N:4]([CH3:26])[CH2:5][CH2:6][CH2:7][C:8]([NH:10][C:11]1[CH:12]=[CH:13][C:14]2[N:15]([CH2:24][CH3:25])[C:16]3[C:21]([C:22]=2[CH:23]=1)=[CH:20][CH:19]=[CH:18][CH:17]=3)=[O:9].I[CH3:28]>CN(C=O)C.O>[CH3:26][N:4]([CH3:3])[CH2:5][CH2:6][CH2:7][C:8]([N:10]([C:11]1[CH:12]=[CH:13][C:14]2[N:15]([CH2:24][CH3:25])[C:16]3[C:21]([C:22]=2[CH:23]=1)=[CH:20][CH:19]=[CH:18][CH:17]=3)[CH3:28])=[O:9] |f:0.1|. Procedure details: Sodium hydride (8 mg of a 60% suspension in mineral oil, 4 mg, 0.19 mmol, 1.2 equiv) was added to a solution of 4-dimethylamino-N-(9-ethyl-9H-carbazol-3-yl)-butyramide (50 mg, 0.15 mmol, 1 equiv) in DMF (0.3 mL). The resultant suspension was stirred at room temperature for 1 hour, and then iodomethane (0.012 mL, 27 mg, 0.19 mmol, 1.25 equiv) was added via syringe. After an additional 5 hours at room temperature, the reaction mixture was diluted with water (5 mL) and extracted with ethyl acetate ... Conditions: time 20 minute. RXN SMILES: O[C:2]([C:15]1[C:16](=[O:52])[NH:17][C:18](=[O:51])[N:19]([CH:50]=1)[C@@H:20]1[O:49][C@H:39]([CH2:40][O:41][Si:42]([C:45]([CH3:48])([CH3:47])[CH3:46])([CH3:44])[CH3:43])[C@@H:30]([O:31][Si:32]([C:35]([CH3:38])([CH3:37])[CH3:36])([CH3:34])[CH3:33])[C@H:21]1[O:22][Si:23]([C:26]([CH3:29])([CH3:28])[CH3:27])([CH3:25])[CH3:24])([C:9]1[CH:14]=[CH:13][CH:12]=[CH:11][CH:10]=1)[C:3]1[CH:8]=[CH:7][CH:6]=[CH:5][CH:4]=1.C([SiH](CC)CC)C.FC(F)(F)C(O)=O>ClCCl>[C:3]1([CH:2]([C:9]2[CH:14]=[CH:13][CH:12]=[CH:11][CH:10]=2)[C:15]2[C:16](=[O:52])[NH:17][C:18](=[O:51])[N:19]([CH:50]=2)[C@@H:20]2[O:49][C@H:39]([CH2:40][O:41][Si:42]([C:45]([CH3:46])([CH3:47])[CH3:48])([CH3:44])[CH3:43])[C@@H:30]([O:31][Si:32]([C:35]([CH3:37])([CH3:36])[CH3:38])([CH3:34])[CH3:33])[C@H:21]2[O:22][Si:23]([C:26]([CH3:27])([CH3:28])[CH3:29])([CH3:24])[CH3:25])[CH:4]=[CH:5][CH:6]=[CH:7][CH:8]=1. Product: C1(=CC=CC=C1)C(C=1C(NC(N([C@H]2[C@H](O[Si](C)(C)C(C)(C)C)[C@H](O[Si](C)(C)C(C)(C)C)[C@@H](CO[Si](C)(C)C(C)(C)C)O2)C1)=O)=O)C1=CC=CC=C1 (5-diphenylmethyl-2',3',5'-tris-O-((1,1-dimethylethyl)dimethylsilyl)uridine). Isolated yield 89.2%. The solvent is ClCCl (dichloromethane). The reactants are product, OC(C1=CC=CC=C1)(C1=CC=CC=C1)C=1C(NC(N([C@H]2[C@H](O[Si](C)(C)C(C)(C)C)[C@H](O[Si](C)(C)C(C)(C)C)[C@@H](CO[Si](C)(C)C(C)(C)C)O2)C1)=O)=O ((i),), C(C)[SiH](CC)CC (triethylsilane), FC(C(=O)O)(F)F (trifluoroacetic acid). Procedure details: The product of Example 1 step (i), (5-(hydroxy-(1,1-diphenyl)methyl)-2',3',5'-tris-O-((1,1-dimethylethyl)dimethylsilyl)uridine) (6.8 g), was dissolved in dichloromethane (80 ml) and triethylsilane (1.83 ml) and treated with trifluoroacetic acid (1.38 ml). After stirring for 20 minutes the solvents were removed under reduced pressure and any remaining traces removed by azeotroping three times with toluene. The remaining residue was dissolved in dimethylformamide (5 ml) and treated with imidazole ... The reactants are C(C)C1=NC(=CC(=C1)C1=NC(=NO1)C1=CC(=C(C(=C1)C)OC[C@H]1OC1)CC)C ((S)-2-ethyl-4-[3-(3-ethyl-5-methyl-4-oxiranylmethoxy-phenyl)-[1,2,4]oxadiazol-5-yl]-6-methyl-pyridine), N (ammonia). The solvent is CO (MeOH). Product: NC[C@H](COC1=C(C=C(C=C1C)C1=NOC(=N1)C1=CC(=NC(=C1)C)CC)CC)O ((R)-1-amino-3-{2-ethyl-4-[5-(2-ethyl-6-methyl-pyridin-4-yl)-[1,2,4]oxadiazol-3-yl]-6-methyl-phenoxy}-propan-2-ol). RXN SMILES: [CH2:1]([C:3]1[CH:8]=[C:7]([C:9]2[O:13][N:12]=[C:11]([C:14]3[CH:19]=[C:18]([CH3:20])[C:17]([O:21][CH2:22][C@@H:23]4[CH2:25][O:24]4)=[C:16]([CH2:26][CH3:27])[CH:15]=3)[N:10]=2)[CH:6]=[C:5]([CH3:28])[N:4]=1)[CH3:2].[NH3:29]>CO>[NH2:29][CH2:25][C@@H:23]([OH:24])[CH2:22][O:21][C:17]1[C:18]([CH3:20])=[CH:19][C:14]([C:11]2[N:10]=[C:9]([C:7]3[CH:6]=[C:5]([CH3:28])[N:4]=[C:3]([CH2:1][CH3:2])[CH:8]=3)[O:13][N:12]=2)=[CH:15][C:16]=1[CH2:26][CH3:27]. Reported procedure: (S)-2-ethyl-4-[3-(3-ethyl-5-methyl-4-oxiranylmethoxy-phenyl)-[1,2,4]oxadiazol-5-yl]-6-methyl-pyridine is treated with ammonia in MeOH as described in Example 46 step b) to give (R)-1-amino-3-{2-ethyl-4-[5-(2-ethyl-6-methyl-pyridin-4-yl)-[1,2,4]oxadiazol-3-yl]-6-methyl-phenoxy}-propan-2-ol. Starting materials: CN(C)C (trimethylamine), [Si](C)(C)(C(C)(C)C)Cl (t-butyldimethylsilyl chloride), CN(C)C1=NC=CC=C1 (dimethylaminopyridine), BrCCCCCCCCCCCCCCCO (15-Bromo-pentadecan-1-ol), [Cl-].[NH4+] (ammonium chloride), layer. The solvent is C(Cl)Cl (methylene chloride), C(Cl)Cl (methylene chloride). Reaction conditions: time 1 hour. Yields the product BrCCCCCCCCCCCCCCCO[Si](C)(C)C(C)(C)C (15-bromo-1-(t-butyldimethylsiloxy)pentadecane). The yield is 94.4%. Reaction SMILES: [Br:1][CH2:2][CH2:3][CH2:4][CH2:5][CH2:6][CH2:7][CH2:8][CH2:9][CH2:10][CH2:11][CH2:12][CH2:13][CH2:14][CH2:15][CH2:16][OH:17].CN(C)C.[Si:22](Cl)([C:25]([CH3:28])([CH3:27])[CH3:26])([CH3:24])[CH3:23].CN(C1C=CC=CN=1)C.[Cl-].[NH4+]>C(Cl)Cl>[Br:1][CH2:2][CH2:3][CH2:4][CH2:5][CH2:6][CH2:7][CH2:8][CH2:9][CH2:10][CH2:11][CH2:12][CH2:13][CH2:14][CH2:15][CH2:16][O:17][Si:22]([C:25]([CH3:28])([CH3:27])[CH3:26])([CH3:24])[CH3:23] |f:4.5|. Procedure details: 15-Bromo-pentadecan-1-ol (2.3 g, 7.49 mmol) dissolved in methylene chloride (23 mL) was mixed with trimethylamine (2.1 mL, 14.98 mmol), t-butyldimethylsilyl chloride (2.03 g, 13.48 mmol), and dimethylaminopyridine (457.6 mg, 3.74 mmol). The mixture was stirred for one hour at room temperature. Subsequently, aqueous saturated ammonium chloride solution was added to the reaction mixture for separation into a methylene chloride layer (200 mL) and an aqueous layer (200 mL). The organic layer was dri...